This data is from the Open Reaction Database (ORD), a public repository of structured organic reaction records. The task is: describe an organic reaction: reactants, conditions, products, and yield The reactants are CC(C)[Si](Cl)(C(C)C)C(C)C, FC(F)(F)c1ccnc2[nH]ccc12, [H-], [Na+], C1CCOC1. The product is CC(C)[Si](C(C)C)(C(C)C)n1ccc2c(C(F)(F)F)ccnc21. As a reaction SMILES: [CH:16]([CH3:17])([CH3:18])[Si:19]([CH:20]([CH3:21])[CH3:22])([CH:23]([CH3:24])[CH3:25])[Cl:26].[F:1][C:2]([c:3]1[c:4]2[c:5]([n:6][cH:7][cH:8]1)[nH:9][cH:10][cH:11]2)([F:12])[F:13].[H-:14].[Na+:15].[O:27]1[CH2:28][CH2:29][CH2:30][CH2:31]1>>[F:1][C:2]([c:3]1[c:4]2[c:5]([n:6][cH:7][cH:8]1)[n:9]([Si:19]([CH:16]([CH3:17])[CH3:18])([CH:20]([CH3:21])[CH3:22])[CH:23]([CH3:24])[CH3:25])[cH:10][cH:11]2)([F:12])[F:13].